This data is from the Open Reaction Database (ORD), a public repository of structured organic reaction records. The task is: describe an organic reaction: reactants, conditions, products, and yield Reactants: COCC1=CC=C(C=C1)C=1C(=NC=CN1)N1CCN(CC1)CCNC ({2-[3′-(4-methoxymethyl-phenyl)-2,3,5,6-tetrahydro-[1,2′]bipyrazinyl-4-yl]-ethyl}-methyl-amine), C1(=CC=CC=C1)S(=O)(=O)Cl (benzenesulfonyl chloride), N1CCOCC1 (morpholine). The solvent is ClCCl (dichloromethane). Reaction conditions: time 2 hour. Yields the product Cl.COCC1=CC=C(C=C1)C=1C(=NC=CN1)N1CCN(CC1)CCN(S(=O)(=O)C1=CC=CC=C1)C (N-{2-[3′-(4-Methoxymethyl-phenyl)-2,3,5,6-tetrahydro-[1,2′]bipyrazinyl-4-yl]-ethyl}-N-methyl-benzenesulfonamide hydrochloride). Yield: 88.6%. RXN SMILES: [C:1]1([S:7]([Cl:10])(=[O:9])=[O:8])[CH:6]=[CH:5][CH:4]=[CH:3][CH:2]=1.[CH3:11][O:12][CH2:13][C:14]1[CH:19]=[CH:18][C:17]([C:20]2[C:21]([N:26]3[CH2:31][CH2:30][N:29]([CH2:32][CH2:33][NH:34][CH3:35])[CH2:28][CH2:27]3)=[N:22][CH:23]=[CH:24][N:25]=2)=[CH:16][CH:15]=1.N1CCOCC1>ClCCl>[ClH:10].[CH3:11][O:12][CH2:13][C:14]1[CH:15]=[CH:16][C:17]([C:20]2[C:21]([N:26]3[CH2:27][CH2:28][N:29]([CH2:32][CH2:33][N:34]([CH3:35])[S:7]([C:1]4[CH:6]=[CH:5][CH:4]=[CH:3][CH:2]=4)(=[O:9])=[O:8])[CH2:30][CH2:31]3)=[N:22][CH:23]=[CH:24][N:25]=2)=[CH:18][CH:19]=1 |f:4.5|. Procedure: Dissolve benzenesulfonyl chloride (0.087 g, 0.49 mmol, 1.1 eq.) in dichloromethane (4 mL). Add {2-[3′-(4-methoxymethyl-phenyl)-2,3,5,6-tetrahydro-[1,2′]bipyrazinyl-4-yl]-ethyl}-methyl-amine (0.150 g, 0.440 mmol, 1 eq.). Add morpholine, polymer-bound (0.201 g, 0.490 mmol, 1.1 eq.). Stir at room temperature for 2 hr. Purify by SCX chromatography (column washed with methanol and extracted with 7N NH3/MeOH) to afford the free base of the title compound (0.202 g, 95% yield). MS (loop): m/z=482.3 [M+H... The reactants are COC1=C(C=C(C(=O)O)C=C1)\C=C\C1=CC=C(C=C1)OC(F)(F)F (4-methoxy-3-[(E)-2-(4-trifluoromethoxyphenyl)vinyl]benzoic acid), NC[C@@H]([C@H](CO)O)O ((2S,3S)-4-amino-1,2,3-butantriol). Product: COC1=C(C=C(C(=O)NC[C@@H]([C@H](CO)O)O)C=C1)\C=C\C1=CC=C(C=C1)OC(F)(F)F (4-methoxy-3-[(E)-2-(4-trifluoromethoxyphenyl)-vinyl]-N-((2S,3S)-2,3,4-trihydroxy-butyl)benzamide). Reaction SMILES: [CH3:1][O:2][C:3]1[CH:11]=[CH:10][C:6]([C:7](O)=[O:8])=[CH:5][C:4]=1/[CH:12]=[CH:13]/[C:14]1[CH:19]=[CH:18][C:17]([O:20][C:21]([F:24])([F:23])[F:22])=[CH:16][CH:15]=1.[NH2:25][CH2:26][C@H:27]([OH:32])[C@@H:28]([OH:31])[CH2:29][OH:30]>>[CH3:1][O:2][C:3]1[CH:11]=[CH:10][C:6]([C:7]([NH:25][CH2:26][C@H:27]([OH:32])[C@@H:28]([OH:31])[CH2:29][OH:30])=[O:8])=[CH:5][C:4]=1/[CH:12]=[CH:13]/[C:14]1[CH:15]=[CH:16][C:17]([O:20][C:21]([F:24])([F:22])[F:23])=[CH:18][CH:19]=1. Reported procedure: The captioned compound was synthesized from 4-methoxy-3-[(E)-2-(4-trifluoromethoxyphenyl)vinyl]-benzoic acid obtained in step B of Example 2-2-1 and (2S,3S)-4-amino-1,2,3-butantriol (CAS registry number: 168113-19-7) in accordance with the same procedure as in the methods described in step C of Example 1-2-3. Conditions: temperature -78 celsius, time 1 hour. Solvent: C(C)OCC (diethyl ether), C1CCOC1 (THF), C1CCOC1 (THF), C1CCOC1 (THF), C(C)O (ethanol), O (water), C(C)(=O)O (acetic acid). Reactants: solution, (4R,5R)-2,2-dimethyl-1,3-dioxolane 4,5-bis-(diphenylmethoxy)cyclopentadienyltitanium chloride, C(CCC)=O (butyraldehyde), C[Si]1(N([Si](CC1)(C)C)CC(=O)OC(C)(C)C)C (tert-butyl 1,1,3,3-tetramethyl-1,3-disilaazolidine-N-acetate), C1(CCCCC1)[N-]C(C)C.[Li+] (lithium cyclohexylisopropylamide), C1(CCCCC1)NC(C)C (cyclohexylisopropylamine), C(CCC)[Li] (butyllithium), C(C)(=O)OCC.CCCCCC (ethyl acetate hexane), steel. Product: C(C)(C)(C)OC(=O)N[C@H](C(=O)OC(C)(C)C)[C@@H](CCC)O (tert-butyl (2S,3R)-tert-butoxycarbonylamino-3-hydroxyhexanoate). Reported procedure: 1.5 g of tert-butyl 1,1,3,3-tetramethyl-1,3-disilaazolidine-N-acetate in 30 ml of THF are added dropwise at -78° C. to a solution of lithium cyclohexylisopropylamide prepared analogously to Example 23 from 0.93 g of cyclohexylisopropylamine, 30 ml of THF and 3.8 ml of butyllithium (1.6M in hexane). After stirring for 1 hour at -78° C., 105 ml of a 0.063M solution of [(4R,5R)-2,2-dimethyl-1,3-dioxolane-4,5-bis-(diphenylmethoxy)cyclopentadienyltitanium chloride (according to Example 2a) in diethyl... RXN SMILES: C[Si]1(C)CC[Si](C)(C)[N:3]1[CH2:9][C:10]([O:12][C:13]([CH3:16])([CH3:15])[CH3:14])=[O:11].C1([N-][CH:25]([CH3:27])[CH3:26])CCCCC1.[Li+].C1(NC(C)C)CCCCC1.C([Li])CCC.[CH:44](=[O:48])[CH2:45][CH2:46][CH3:47].[C:49]([O:52]CC)(=[O:51])C.[CH3:55]CCCCC>C1COCC1.C(OCC)C.C(O)C.O.C(O)(=O)C>[C:25]([O:52][C:49]([NH:3][C@@H:9]([C@H:44]([OH:48])[CH2:45][CH2:46][CH3:47])[C:10]([O:12][C:13]([CH3:14])([CH3:15])[CH3:16])=[O:11])=[O:51])([CH3:27])([CH3:55])[CH3:26] |f:1.2,6.7|. Starting materials: N1(CCCC1)CCOC1=CC=C(C=C1)N (4-(2-pyrrolidin-1-yl-ethoxy)-phenylamine), Cl.ClCCCN(C)C (1-chloro-3-dimethylamino-propane hydrochloride). Reaction conditions: temperature 75 celsius, time 1.3 hour. Product: CN(CCCOC1=CC=C(C=C1)N)C (4-(3-Dimethylamino-propoxy)-phenylamine). Reaction SMILES: N1([CH2:6][CH2:7][O:8][C:9]2[CH:14]=[CH:13][C:12]([NH2:15])=[CH:11][CH:10]=2)CCCC1.Cl.ClCC[CH2:20][N:21]([CH3:23])[CH3:22]>>[CH3:20][N:21]([CH3:23])[CH2:22][CH2:6][CH2:7][O:8][C:9]1[CH:10]=[CH:11][C:12]([NH2:15])=[CH:13][CH:14]=1 |f:1.2|. Procedure: The title compound is prepared as described in Example 1 for 4-(2-pyrrolidin-1-yl-ethoxy)-phenylamine but using 1-chloro-3-dimethylamino-propane hydrochloride. After a 1.3 h stirring at 75° C. (oil bath temperature) and usual work-up, purification of the crude material by silica gel (157 g) column chromatography (CH2Cl2/MeOH, 50/50) provides the title compound as a dark brown oil: ES-MS: 195.0 [M+H]+; Rf=0.13 (CH2Cl2/EtOH, 50/50).